This data is from the Open Reaction Database (ORD), a public repository of structured organic reaction records. The task is: describe an organic reaction: reactants, conditions, products, and yield Reactants: CC(=O)Oc1ccc(C(=O)O)cc1C(C)(C)C, CO, ClCc1cncc2ccccc12, ClCCl, Cl, O, Nc1cccc(O)c1, Nc1cccc(OCc2cncc3ccccc23)c1. Product: CC(=O)Oc1ccc(C(=O)Nc2cccc(OCc3cncc4ccccc34)c2)cc1C(C)(C)C. As a reaction SMILES: [C:41]([CH3:42])(=[O:43])[O:44][c:45]1[c:46]([C:54]([CH3:55])([CH3:56])[CH3:57])[cH:47][c:48]([C:49](=[O:50])[OH:51])[cH:52][cH:53]1.[CH3:62][OH:63].[Cl:21][CH2:22][c:23]1[c:24]2[c:25]([cH:26][cH:27][cH:28][cH:29]2)[cH:30][n:31][cH:32]1.[Cl:59][CH2:60][Cl:61].[ClH:20].[OH2:58].[OH:33][c:34]1[cH:35][c:36]([NH2:40])[cH:37][cH:38][cH:39]1.[cH:1]1[n:2][cH:3][c:4]([CH2:11][O:12][c:13]2[cH:14][c:15]([NH2:16])[cH:17][cH:18][cH:19]2)[c:5]2[cH:6][cH:7][cH:8][cH:9][c:10]12>>[cH:1]1[n:2][cH:3][c:4]([CH2:11][O:12][c:13]2[cH:14][c:15]([NH:16][C:49]([c:48]3[cH:47][c:46]([C:54]([CH3:55])([CH3:56])[CH3:57])[c:45]([O:44][C:41]([CH3:42])=[O:43])[cH:53][cH:52]3)=[O:50])[cH:17][cH:18][cH:19]2)[c:5]2[cH:6][cH:7][cH:8][cH:9][c:10]12. The reactants are Cl.C(=N)N (formamidine hydrochloride), [OH-].[Na+] (NaOH), N(=C=S)C1(CC=CC=C1)Cl (4-isothiocyanato-4-chloro benzene). The solvent is C1CCOC1 (THF). Conditions: time 5 hour. Yields the product NC=NC(=S)NC1=CC=C(C=C1)Cl (1-[1-Amino-methylidene]-3-(4-chloro-phenyl)-thiourea). As a reaction SMILES: [N:1]([C:4]1(Cl)[CH:9]=[CH:8][CH:7]=[CH:6][CH2:5]1)=[C:2]=[S:3].[ClH:11].[CH:12]([NH2:14])=[NH:13].[OH-].[Na+]>C1COCC1>[NH2:13][CH:12]=[N:14][C:2]([NH:1][C:4]1[CH:9]=[CH:8][C:7]([Cl:11])=[CH:6][CH:5]=1)=[S:3] |f:1.2,3.4|. Procedure: A mixture of 10 g (51.2 mmol) 4-isothiocyanato-4-chloro benzene in 51 ml THF at 0° C. was treated with 5.15 g (64.02 mmol) formamidine hydrochloride and 64 ml 1N NaOH and allowed to stirr for 5 h after which the mixture was concentrated. 500 ml ethyl acetate and 100 ml water was added and the precipitate was filtered off, washed with water and dried to yield the intermediate 1-[1-Amino-methylidene]-3-(4-chloro-phenyl)-thiourea (MH+ 213.5) which was used without further purification. The thiourea...